Dataset: the Open Reaction Database (ORD), a public repository of structured organic reaction records. Task: describe an organic reaction: reactants, conditions, products, and yield The reactants are [Li]CCCC, CCCCCC, C=C(c1ccccc1OCOC)c1cccc(Cl)c1OCOC, C1CN2CCN1CC2, C1CCOC1, CSc1ccccc1. Yields the product [Li]CSc1ccccc1. Reaction SMILES: [CH2:1]([CH2:2][CH2:3][CH3:4])[Li:5].[CH3:45][CH2:46][CH2:47][CH2:48][CH2:49][CH3:50].[Cl:22][c:23]1[c:24]([O:25][CH2:26][O:27][CH3:28])[c:29]([C:30]([c:31]2[cH:32][cH:33][cH:34][cH:35][c:36]2[O:37][CH2:38][O:39][CH3:40])=[CH2:41])[cH:42][cH:43][cH:44]1.[N:14]12[CH2:15][CH2:16][N:17]([CH2:18][CH2:19]1)[CH2:20][CH2:21]2.[O:51]1[CH2:52][CH2:53][CH2:54][CH2:55]1.[c:6]1([S:12][CH3:13])[cH:7][cH:8][cH:9][cH:10][cH:11]1>>[Li:5][CH2:13][S:12][c:6]1[cH:7][cH:8][cH:9][cH:10][cH:11]1. Yields the product c3ccc(c2ccc(c1ccccc1)cc2)cc3. Starting materials: COc1ccc(OC)cc1 (substrate), Br[Mg]c1ccccc1 (effective_coupling_partner). Run at temperature 80 celsius, time 15 hour. The reagents and catalysts are PPhCy2. Reactants: FC1=C(CO)C=C(C=C1)I (2-fluoro-5-iodo-benzylalcohol), C(C)(C)(C)OC(=O)N1C[C@H](N(CC1)C(=O)Cl)CC ((R)-4-chlorocarbonyl-3-ethyl-piperazine-1-carboxylic acid tert-butyl ester), [H-].[Na+] (sodium hydride). The solvent is CN(C=O)C (dimethylformamide), CN(C=O)C (dimethylformamide). Reaction conditions: time 5 hour. Yields the product FC1=C(COC(=O)N2[C@@H](CN(CC2)C(=O)OC(C)(C)C)CC)C=C(C=C1)I ((R)-2-Ethyl-piperazine-1,4-dicarboxylic acid 4-tert-butyl ester 1-(2-fluoro-5-iodo-benzyl) ester). Yield: 96.2%. Reaction SMILES: [F:1][C:2]1[CH:9]=[CH:8][C:7]([I:10])=[CH:6][C:3]=1[CH2:4][OH:5].[C:11]([O:15][C:16]([N:18]1[CH2:23][CH2:22][N:21]([C:24](Cl)=[O:25])[C@H:20]([CH2:27][CH3:28])[CH2:19]1)=[O:17])([CH3:14])([CH3:13])[CH3:12].[H-].[Na+]>CN(C)C=O>[F:1][C:2]1[CH:9]=[CH:8][C:7]([I:10])=[CH:6][C:3]=1[CH2:4][O:5][C:24]([N:21]1[CH2:22][CH2:23][N:18]([C:16]([O:15][C:11]([CH3:13])([CH3:12])[CH3:14])=[O:17])[CH2:19][C@H:20]1[CH2:27][CH3:28])=[O:25] |f:2.3|. Procedure details: A mixture of 2-fluoro-5-iodo-benzylalcohol (5.0 g, 19.8 mM) and (R)-4-chlorocarbonyl-3-ethyl-piperazine-1-carboxylic acid tert-butyl ester (5.5 g, 19.8 mM) in dimethylformamide (70 mL) was added slowly to a suspension of sodium hydride (1.3 g, 55%, 1.89 mM) in dimethylformamide (30 mL). The mixture was stirred at room temperature for 5 h and partitioned between water and diethylether. Organic phases were pooled, washed with brine and dried with Na2SO4 to yield after evaporation a yellow oil (11.... Reactants: NC1=C(C(=NN1C(=O)OC(C)(C)C)C1=CC=C(C=C1)O)C#N (tert-butyl 5-amino-4-cyano-3-(4-hydroxyphenyl)-1H-pyrazole-1-carboxylate), C(C1=CC=CC=C1)OC=1C=C(C(=O)O)C=CC1 (3-(benzyloxy)benzoic acid). Yields the product NC1=C(C(=NN1C(=O)OC(C)(C)C)C1=CC(=CC=C1)O)C#N (tert-butyl 5-amino-4-cyano-3-(3-hydroxyphenyl)-1H-pyrazole-1-carboxylate). Reaction SMILES: [NH2:1][C:2]1[N:6]([C:7]([O:9][C:10]([CH3:13])([CH3:12])[CH3:11])=[O:8])[N:5]=[C:4]([C:14]2[CH:19]=[CH:18][C:17](O)=[CH:16][CH:15]=2)[C:3]=1[C:21]#[N:22].C([O:30]C1C=C(C=CC=1)C(O)=O)C1C=CC=CC=1>>[NH2:1][C:2]1[N:6]([C:7]([O:9][C:10]([CH3:13])([CH3:12])[CH3:11])=[O:8])[N:5]=[C:4]([C:14]2[CH:19]=[CH:18][CH:17]=[C:16]([OH:30])[CH:15]=2)[C:3]=1[C:21]#[N:22]. Procedure: Compound 36A was prepared in a similar manner to the synthesis of compound 31F by substituting 4-(benzyloxy)benzoic acid with 3-(benzyloxy)benzoic acid: 1H NMR (DMSO-d6): δ 9.70 (s, 1H), 7.68 (s, 2H), 7.25-7.32 (m, 3H), 6.86-6.89 (m, 1H), 1.60 (s, 9H). MS (ESI(+)): m/z 322 (M+Na). The reactants are OC1=C2C(C=3C=CC=C(C3C(C2=C(C=2[C@H](C[C@@](CC12)(C(CO)=O)O)O[C@H]1C[C@H]2[C@H](O[C@@H]3[C@H](OCCN32)OC)[C@@H](O1)C)O)=O)OC)=O ((8S,10S)-6,8,11-trihydroxy-8-(hydroxyacetyl)-1-methoxy-10-{[(1S,3R,4aS,9S,9aR,10aS)-9-methoxy-1-methyloctahydro-1H-pyrano[4′,3′:4,5][1,3]oxazolo[2,3-c][1,4]oxazin-3-yl]oxy}-7,8,9,10-tetrahydrotetracene-5,12-dione), C([O-])(O)=O.[Na+] (sodium bicarbonate), C(C)OC(COC1=CCCCC1)=O ((Cyclohex-1-enyloxy)-acetic acid ethyl ester), O.C1(=CC=C(C=C1)S(=O)(=O)O)C (p-toluenesulfonic acid monohydrate). The solvent is CN(C=O)C (dimethylformamide). Reaction conditions: time 8 hour. Product: O=C(COC1(CCCCC1)OCC(=O)OCC)[C@@]1(CC2=C(C=3C(C4=CC=CC(=C4C(C3C(=C2[C@H](C1)O[C@H]1C[C@H]2[C@H](O[C@@H]3[C@H](OCCN32)OC)[C@@H](O1)C)O)=O)OC)=O)O)O (ethyl [(1-{2-oxo-2-[(2S,4S)-2,5,12-trihydroxy-7-methoxy-4-{[(1S,3R,4aS,9S,9aR,10aS)-9-methoxy-1-methyloctahydro-1H-pyrano[4′,3′:4,5][1,3]oxazolo[2,3-c][1,4]oxazin-3-yl]oxy}-6,11-dioxo-1,2,3,4,6,11-hexahydrotetracen-2-yl]ethoxy}cyclohexyl)oxy]acetate). The yield is 37.0%. RXN SMILES: [OH:1][C:2]1[C:19]2[CH2:18][C@@:17]([OH:24])([C:20](=[O:23])[CH2:21][OH:22])[CH2:16][C@H:15]([O:25][C@@H:26]3[O:40][C@@H:39]([CH3:41])[C@H:29]4[O:30][C@H:31]5[N:36]([C@H:28]4[CH2:27]3)[CH2:35][CH2:34][O:33][C@@H:32]5[O:37][CH3:38])[C:14]=2[C:13]([OH:42])=[C:12]2[C:3]=1[C:4](=[O:46])[C:5]1[CH:6]=[CH:7][CH:8]=[C:9]([O:44][CH3:45])[C:10]=1[C:11]2=[O:43].[CH2:47]([O:49][C:50](=[O:59])[CH2:51][O:52][C:53]1[CH2:58][CH2:57][CH2:56][CH2:55][CH:54]=1)[CH3:48].O.C1(C)C=CC(S(O)(=O)=O)=CC=1.C(=O)(O)[O-].[Na+]>CN(C)C=O>[O:23]=[C:20]([C@@:17]1([OH:24])[CH2:16][C@H:15]([O:25][C@@H:26]2[O:40][C@@H:39]([CH3:41])[C@H:29]3[O:30][C@H:31]4[N:36]([C@H:28]3[CH2:27]2)[CH2:35][CH2:34][O:33][C@@H:32]4[O:37][CH3:38])[C:14]2[C:19](=[C:2]([OH:1])[C:3]3[C:4](=[O:46])[C:5]4[C:10]([C:11](=[O:43])[C:12]=3[C:13]=2[OH:42])=[C:9]([O:44][CH3:45])[CH:8]=[CH:7][CH:6]=4)[CH2:18]1)[CH2:21][O:22][C:53]1([O:52][CH2:51][C:50]([O:49][CH2:47][CH3:48])=[O:59])[CH2:58][CH2:57][CH2:56][CH2:55][CH2:54]1 |f:2.3,4.5|. Procedure details: To a solution of (8S,10S)-6,8,11-trihydroxy-8-(hydroxyacetyl)-1-methoxy-10-{[(1S,3R,4aS,9S,9aR,10aS)-9-methoxy-1-methyloctahydro-1H-pyrano[4′,3′:4,5][1,3]oxazolo[2,3-c][1,4]oxazin-3-yl]oxy}-7,8,9,10-tetrahydrotetracene-5,12-dione (50 mg, 0.078 mmol) [PNU-159682, compound IIA, prepared as reported in WO 9802446] in 2 ml of dry dimethylformamide kept under argon, (Cyclohex-1-enyloxy)-acetic acid ethyl ester (0.5 mL, [prepared as reported in J. Org. Chem. (1978) 43:1244-1245] and p-toluenesulfonic ...